Task: describe an organic reaction: reactants, conditions, products, and yield. Dataset: the Open Reaction Database (ORD), a public repository of structured organic reaction records Starting materials: ClC1=NC=C(C=C1CO)C=1C=C2C(=CC=NC2=CC1)N1CCOCC1 ((2-chloro-5-(4-morpholinoquinolin-6-yl)pyridin-3-yl)methanol), CCN(C(C)C)C(C)C (Hunig's Base), CC(=O)OC(=O)C (Ac2O). Reagents/catalysts: CN(C)C=O (DMF), CN(C)C=1C=CN=CC1 (DMAP). Solvent: C(Cl)Cl (DCM). Conditions: time 2 hour. Product: C(C)(=O)OCC=1C(=NC=C(C1)C=1C=C2C(=CC=NC2=CC1)N1CCOCC1)Cl ((2-chloro-5-(4-(4-morpholinyl)-6-quinolinyl)-3-pyridinyl)methyl acetate). Reaction SMILES: [Cl:1][C:2]1[C:7]([CH2:8][OH:9])=[CH:6][C:5]([C:10]2[CH:11]=[C:12]3[C:17](=[CH:18][CH:19]=2)[N:16]=[CH:15][CH:14]=[C:13]3[N:20]2[CH2:25][CH2:24][O:23][CH2:22][CH2:21]2)=[CH:4][N:3]=1.CCN(C(C)C)C(C)C.[CH3:35][C:36](OC(C)=O)=[O:37]>C(Cl)Cl.CN(C=O)C.CN(C1C=CN=CC=1)C>[C:36]([O:9][CH2:8][C:7]1[C:2]([Cl:1])=[N:3][CH:4]=[C:5]([C:10]2[CH:11]=[C:12]3[C:17](=[CH:18][CH:19]=2)[N:16]=[CH:15][CH:14]=[C:13]3[N:20]2[CH2:25][CH2:24][O:23][CH2:22][CH2:21]2)[CH:6]=1)(=[O:37])[CH3:35]. Procedure details: (Some starting materials may be obtained from Adesis Inc., New Castle, Del.) A mixture of (2-chloro-5-(4-morpholinoquinolin-6-yl)pyridin-3-yl)methanol (63 mg, 177 μmol), Hunig's Base (300 μl, 1718 μmol), and Ac2O (17 μl, 177 μmol) in DCM (10 mL) was stirred at rt. A small amount of DMF (10 drops) was added. After 2 h, a tiny amount of DMAP was added. After an additional 1 h, the solvent was removed under vacuum and the residue was treated with water. The slurry was extracted with DCM containing ... The reactants are crude product, [OH-].[Na+] (sodium hydroxide), Cl (hydrochloric acid), Cl.C(CC)N (Propylamine hydrochloride), C(#N)[BH3-].[Na+] (sodium cyanoborohydride), COC=1C=C2CCC(CC2=CC1)=O (6-methoxy-2-tetralone). The solvent is CO (methanol). Reaction conditions: temperature 25 celsius, time 18 hour. The product is C(CC)NC1CC2=CC=C(C=C2CC1)OC (N-propyl-6-methoxy-1,2,3,4-tetrahydro-2-naphthylamine). The yield is 52.0%. RXN SMILES: Cl.[CH2:2]([NH2:5])[CH2:3][CH3:4].[CH3:6][O:7][C:8]1[CH:9]=[C:10]2[C:15](=[CH:16][CH:17]=1)[CH2:14][C:13](=O)[CH2:12][CH2:11]2.C([BH3-])#N.[Na+].Cl.[OH-].[Na+]>CO>[CH2:2]([NH:5][CH:13]1[CH2:12][CH2:11][C:10]2[C:15](=[CH:16][CH:17]=[C:8]([O:7][CH3:6])[CH:9]=2)[CH2:14]1)[CH2:3][CH3:4] |f:0.1,3.4,6.7|. Procedure details: Propylamine hydrochloride (169 g, 1.8 mol) was dissolved in methanol (370 mL) and 6-methoxy-2-tetralone (50 g, 0.28 mol) was added. Thereafter, sodium cyanoborohydride (44.2 g, 0.7 mol) was added portionwise with cooling. During the latter addition, the temperature of the reaction mixture was kept at 20° C. to minimize foaming. The resulting suspension was stirred at room temperature (25° C.) for 18 hr. Excess hydrochloric acid (1:1) was added and the white suspension was cooled in ice. The soli...